This data is from the Open Reaction Database (ORD), a public repository of structured organic reaction records. The task is: describe an organic reaction: reactants, conditions, products, and yield The reactants are 29, C1(=CC=CC=C1)COC(=O)N1CCC(CC1)CCC(=O)O (1-[(phenylmethoxy)carbonyl]-4-piperdinepropanoic acid), S(=O)(Cl)Cl (thionyl chloride). Run in ClCCl (dichloromethane). Run at time 8 hour. The product is 28.3, ClC(CCC1CCN(CC1)C(=O)OCC1=CC=CC=C1)=O ((phenylmethyl) 4-(3-chloro-3-oxopropyl)-1-piperidinecarboxylate). The yield is 91.5%. RXN SMILES: [C:1]1([CH2:7][O:8][C:9]([N:11]2[CH2:16][CH2:15][CH:14]([CH2:17][CH2:18][C:19]([OH:21])=O)[CH2:13][CH2:12]2)=[O:10])[CH:6]=[CH:5][CH:4]=[CH:3][CH:2]=1.S(Cl)([Cl:24])=O>ClCCl>[Cl:24][C:19](=[O:21])[CH2:18][CH2:17][CH:14]1[CH2:15][CH2:16][N:11]([C:9]([O:8][CH2:7][C:1]2[CH:6]=[CH:5][CH:4]=[CH:3][CH:2]=2)=[O:10])[CH2:12][CH2:13]1. Procedure details: To a stirred mixture of 29 parts of 1-[(phenylmethoxy)carbonyl]-4-piperdinepropanoic acid and 520 parts of dichloromethane were added dropwise 14.9 parts of thionyl chloride. Upon complete addition, stirring was continued overnight at room temperature. The reaction mixture was evaporated, yielding 28.3 parts (91.5%) of (phenylmethyl) 4-(3-chloro-3-oxopropyl)-1-piperidinecarboxylate as a residue (int. 34). The reactants are [Cl-], CC(C)(C)[Si](C)(C)Cl, ClCCl, C[Si](C)(C)CCOCn1c(CO)nc(Cl)c1Cl, [NH4+], c1c[nH]cn1. Product: CC(C)(C)[Si](C)(C)OCc1nc(Cl)c(Cl)n1COCC[Si](C)(C)C. Reaction SMILES: [Cl-:31].[Cl:23][Si:24]([CH3:25])([CH3:26])[C:27]([CH3:28])([CH3:29])[CH3:30].[Cl:33][CH2:34][Cl:35].[Cl:6][c:7]1[n:8][c:9]([CH2:21][OH:22])[n:10]([CH2:13][O:14][CH2:15][CH2:16][Si:17]([CH3:18])([CH3:19])[CH3:20])[c:11]1[Cl:12].[NH4+:32].[nH:1]1[cH:2][cH:3][n:4][cH:5]1>>[Cl:6][c:7]1[n:8][c:9]([CH2:21][O:22][Si:24]([CH3:25])([CH3:26])[C:27]([CH3:28])([CH3:29])[CH3:30])[n:10]([CH2:13][O:14][CH2:15][CH2:16][Si:17]([CH3:18])([CH3:19])[CH3:20])[c:11]1[Cl:12]. Starting materials: Br, C1C[C@](C(N1)=O)(C)N. Reagents/catalysts: c1ccc(cc1)-c2c3ccccc3cc4ccccc24 (9-Phenylanthracene). Run in CC(C)O (IPA). Run at temperature 80 celsius, time 18 hour. Product: C[C@]1(N)CCNC1=O. Reaction SMILES: [CH3:1][C@:2]1([C:7](=[O:8])[NH:6][CH2:5][CH2:4]1)[NH2:3].Br>>[CH3:1][C@:2]1([C:7](=[O:8])[NH:6][CH2:5][CH2:4]1)[NH2:3]. Starting materials: CCOC(C)=O, Cc1ccc(C(=O)NC2C3(C)CCC(C3)C2(C)C)cc1S(=O)(=O)N1CCNCC1, COC(=O)CBr, CCCCCC, ClCCl. The product is COC(=O)CN1CCN(S(=O)(=O)c2cc(C(=O)NC3C4(C)CCC(C4)C3(C)C)ccc2C)CC1. Reaction SMILES: [CH2:42]([O:43][C:44](=[O:45])[CH3:46])[CH3:47].[CH3:1][c:2]1[c:3]([S:21](=[O:22])(=[O:23])[N:24]2[CH2:25][CH2:26][NH:27][CH2:28][CH2:29]2)[cH:4][c:5]([C:6](=[O:7])[NH:8][CH:9]2[C:10]3([CH3:18])[CH2:11][CH2:12][CH:13]([C:14]2([CH3:15])[CH3:16])[CH2:17]3)[cH:19][cH:20]1.[CH3:30][O:31][C:32]([CH2:33][Br:34])=[O:35].[CH3:36][CH2:37][CH2:38][CH2:39][CH2:40][CH3:41].[Cl:48][CH2:49][Cl:50]>>[CH3:1][c:2]1[c:3]([S:21](=[O:22])(=[O:23])[N:24]2[CH2:25][CH2:26][N:27]([CH2:33][C:32]([O:31][CH3:30])=[O:35])[CH2:28][CH2:29]2)[cH:4][c:5]([C:6](=[O:7])[NH:8][CH:9]2[C:10]3([CH3:18])[CH2:11][CH2:12][CH:13]([C:14]2([CH3:15])[CH3:16])[CH2:17]3)[cH:19][cH:20]1. The reactants are CC(=CC)[Mg]Br (1-Methyl-1-propenyl magnesium bromide), ClC1=NC=CC=C1[N+](=O)[O-] (2-Chloro-3-nitropyridine), [Cl-].[NH4+] (ammonium chloride). The solvent is O1CCCC1 (tetrahydrofuran). Run at temperature -20 celsius, time 2 hour. Product: ClC=1N=CC=C2C1NC(=C2C)C (7-chloro-2,3-dimethyl-1H-pyrrolo[2,3-c]pyridine). Isolated yield 30.0%. RXN SMILES: [Cl:1][C:2]1[C:7]([N+:8]([O-])=O)=[CH:6][CH:5]=[CH:4][N:3]=1.[CH3:11][C:12]([Mg]Br)=[CH:13][CH3:14].[Cl-].[NH4+]>O1CCCC1>[Cl:1][C:2]1[N:3]=[CH:4][CH:5]=[C:6]2[C:13]([CH3:14])=[C:12]([CH3:11])[NH:8][C:7]=12 |f:2.3|. Reported procedure: 2-Chloro-3-nitropyridine (8 g, 50.46 mmol) was dissolved in anhydrous tetrahydrofuran (200 ml) at nitrogen atmosphere. 1-Methyl-1-propenyl magnesium bromide (0.5M in tetrahydrofuran solution, 252 ml, 126.15 mmol) was slowly added at −78° C. to the solution. The reaction mixture was stirred for 2 hours at −20° C. and 20% ammonium chloride solution was added thereto. The reaction mixture was extracted with ethyl acetate and then concentrated under reduced pressure. The resulting residue was purifi...